Dataset: the Open Reaction Database (ORD), a public repository of structured organic reaction records. Task: describe an organic reaction: reactants, conditions, products, and yield Starting materials: [BH4-], CN(CCOc1ccc(C=O)cc1)c1ccccn1, CO, [Na+], O. Product: CN(CCOc1ccc(CO)cc1)c1ccccn1. RXN SMILES: [BH4-:20].[CH3:1][N:2]([CH2:3][CH2:4][O:5][c:6]1[cH:7][cH:8][c:9]([CH:10]=[O:11])[cH:12][cH:13]1)[c:14]1[n:15][cH:16][cH:17][cH:18][cH:19]1.[CH3:23][OH:24].[Na+:21].[OH2:22]>>[CH3:1][N:2]([CH2:3][CH2:4][O:5][c:6]1[cH:7][cH:8][c:9]([CH2:10][OH:11])[cH:12][cH:13]1)[c:14]1[n:15][cH:16][cH:17][cH:18][cH:19]1. The reactants are FC=1C=C2C3=C(N(C2=CC1)CC1=CC=CC2=CC=CC=C12)C(OC(C3)=O)=O (6-Fluoro-9-naphthalen-1-ylmethyl-4,9-dihydro-pyrano[3,4-b]indole-1,3-dione), N1CC(C1)O (azetidin-3-ol). The solvent is CCN(CC)CC (NEt3). Product: FC=1C=C2C(=C(N(C2=CC1)CC1=CC=CC2=CC=CC=C12)C(=O)O)CC(=O)N1CC(C1)O (5-Fluoro-3-[2-(3-hydroxy-azetidin-1-yl)-2-oxo-ethyl]-1-naphthalen-1-ylmethyl-1H-indole-2-carboxylic acid). RXN SMILES: [F:1][C:2]1[CH:3]=[C:4]2[C:8](=[CH:9][CH:10]=1)[N:7]([CH2:11][C:12]1[C:21]3[C:16](=[CH:17][CH:18]=[CH:19][CH:20]=3)[CH:15]=[CH:14][CH:13]=1)[C:6]1[C:22](=[O:27])[O:23][C:24](=[O:26])[CH2:25][C:5]2=1.[NH:28]1[CH2:31][CH:30]([OH:32])[CH2:29]1>CCN(CC)CC>[F:1][C:2]1[CH:3]=[C:4]2[C:8](=[CH:9][CH:10]=1)[N:7]([CH2:11][C:12]1[C:21]3[C:16](=[CH:17][CH:18]=[CH:19][CH:20]=3)[CH:15]=[CH:14][CH:13]=1)[C:6]([C:22]([OH:23])=[O:27])=[C:5]2[CH2:25][C:24]([N:28]1[CH2:31][CH:30]([OH:32])[CH2:29]1)=[O:26]. Procedure details: 6-Fluoro-9-naphthalen-1-ylmethyl-4,9-dihydro-pyrano[3,4-b]indole-1,3-dione (from Example 68.1.) was ring opened with azetidin-3-ol and NEt3 at 22° C. to give the title compound as a white solid. MS: 431.3 ([M−H]−).